From a dataset of the Open Reaction Database (ORD), a public repository of structured organic reaction records. describe an organic reaction: reactants, conditions, products, and yield Starting materials: Cc1ccccc1, O=C(Cl)c1ccc(Cl)cc1, COc1cc2c(cc1OC)C1CC(N)CCN1CC2, [Na+], [OH-]. Product: Cl, COc1cc2c(cc1OC)C1CC(NC(=O)c3ccc(Cl)cc3)CCN1CC2. RXN SMILES: [CH3:32][c:33]1[cH:34][cH:35][cH:36][cH:37][cH:38]1.[Cl:22][C:23](=[O:24])[c:25]1[cH:26][cH:27][c:28]([Cl:29])[cH:30][cH:31]1.[NH2:1][CH:2]1[CH2:3][CH2:4][N:5]2[CH2:6][CH2:7][c:8]3[c:9]([cH:12][c:13]([O:18][CH3:19])[c:14]([O:16][CH3:17])[cH:15]3)[CH:10]2[CH2:11]1.[Na+:21].[OH-:20]>>[ClH:22].[NH:1]([CH:2]1[CH2:3][CH2:4][N:5]2[CH2:6][CH2:7][c:8]3[c:9]([cH:12][c:13]([O:18][CH3:19])[c:14]([O:16][CH3:17])[cH:15]3)[CH:10]2[CH2:11]1)[C:23](=[O:24])[c:25]1[cH:26][cH:27][c:28]([Cl:29])[cH:30][cH:31]1.